Task: describe an organic reaction: reactants, conditions, products, and yield. Dataset: the Open Reaction Database (ORD), a public repository of structured organic reaction records Reactants: CC=1C=C(C=C(C1)C)NC(C)=O (N-(3,5-dimethylphenyl)acetamide), ClCC(=O)Cl (ClCH2COCl), [Al+3].[Cl-].[Cl-].[Cl-] (AlCl3). Solvent: C(=S)=S (CS2), C(=S)=S (CS2). Yields the product ClCC(=O)C1=C(C=C(C=C1C)NC(C)=O)C (N-(4-(2-chloroacetyl)-3,5-dimethylphenyl)acetamide). The yield is 57.9%. As a reaction SMILES: [CH3:1][C:2]1[CH:3]=[C:4]([NH:9][C:10](=[O:12])[CH3:11])[CH:5]=[C:6]([CH3:8])[CH:7]=1.[Cl:13][CH2:14][C:15](Cl)=[O:16].[Al+3].[Cl-].[Cl-].[Cl-]>C(=S)=S>[Cl:13][CH2:14][C:15]([C:7]1[C:6]([CH3:8])=[CH:5][C:4]([NH:9][C:10](=[O:12])[CH3:11])=[CH:3][C:2]=1[CH3:1])=[O:16] |f:2.3.4.5|. Reported procedure: To a solution of N-(3,5-dimethylphenyl)acetamide (4.0 g, 24.5 mmol) and ClCH2COCl (4.2 g, 37 mmol) in CS2 (30 mL), AlCl3 (10.0 g, 74.9 mmol) was added in portions. The resulting mixture was refluxed overnight. The reaction mixture was then cooled down to room temperature before the CS2 layer was decanted. The resulting complex was decomposed by pouring onto a mixture of ice (500 g) and concentrated HCl (30 mL). The solid was collected by suction, washed with 1N HCl and water, and recrystallized ... Starting materials: FC1=CC=C(C=C1)C(CC([Sn](CCCC)(CCCC)CCCC)I)(C)C (3-(4-fluorophenyl)-3-methyl-1-iodo-1-tributylstannylbutane), N12CCCCCC2=NCCC1 (1,8-diazabicyclo[5.4.0]undec-7-ene), O (water). Run in O1CCCC1 (tetrahydrofuran). Yields the product FC1=CC=C(C=C1)C(C=C[Sn](CCCC)(CCCC)CCCC)(C)C (3-(4-fluorophenyl)-3-methyl-1-tributylstannyl-1-butene). Yield: 88.2%. Reaction SMILES: [F:1][C:2]1[CH:7]=[CH:6][C:5]([C:8]([CH3:26])([CH3:25])[CH2:9][CH:10](I)[Sn:11]([CH2:20][CH2:21][CH2:22][CH3:23])([CH2:16][CH2:17][CH2:18][CH3:19])[CH2:12][CH2:13][CH2:14][CH3:15])=[CH:4][CH:3]=1.N12CCCN=C1CCCCC2.O>O1CCCC1>[F:1][C:2]1[CH:7]=[CH:6][C:5]([C:8]([CH3:26])([CH3:25])[CH:9]=[CH:10][Sn:11]([CH2:16][CH2:17][CH2:18][CH3:19])([CH2:12][CH2:13][CH2:14][CH3:15])[CH2:20][CH2:21][CH2:22][CH3:23])=[CH:4][CH:3]=1. Reported procedure: Under a nitrogen atmosphere, a stirred solution of 17.2 grams (0.030 mole ) of 3-(4-fluorophenyl)-3-methyl-1-iodo-1-tributylstannylbutane and 13.7 grams (0.090 mole) of 1,8-diazabicyclo[5.4.0]undec-7-ene (DBU) in 100 mL of tetrahydrofuran is heated at reflux for about 18 hours. The reaction mixture is cooled and poured into about 500 mL of water. The mixture is then made acidic with aqueous 2N hydrochloric acid and extracted with three 200 mL portions of diethyl ether. The combined extracts are ... Reactants: COC(COC1=C2C(=C(C(=NC2=C(C=C1)Cl)C)CC1=CC=C(C=C1)Cl)CC)=O ([8-chloro-3-(4-chlorobenzyl)-4-ethyl-2-methylquinolin-5-yloxy]acetic acid methyl ester), COC(COC1=C2C(=C(C(=NC2=C(C=C1)Cl)CC)CC1=CC=C(C=C1)Cl)C)=O ([8-chloro-3-(4-chlorobenzyl)-2-ethyl-4-methylquinolin-5-yloxy]acetic acid methyl ester), CO (methanol), [OH-].[Li+] (lithium hydroxide). Run in O (water), C(C)(=O)O (acetic acid). The product is ClC=1C=CC(=C2C(=C(C(=NC12)C)CC1=CC=C(C=C1)Cl)CC)OCC(=O)O ([8-chloro-3-(4-chlorobenzyl)-4-ethyl-2-methylquinolin-5-yloxy]acetic acid), ClC=1C=CC(=C2C(=C(C(=NC12)CC)CC1=CC=C(C=C1)Cl)C)OCC(=O)O ([8-chloro-3-(4-chlorobenzyl)-2-ethyl-4-methylquinolin-5-yloxy]acetic acid). RXN SMILES: C[O:2][C:3](=[O:28])[CH2:4][O:5][C:6]1[CH:15]=[CH:14][C:13]([Cl:16])=[C:12]2[C:7]=1[C:8]([CH2:26][CH3:27])=[C:9]([CH2:18][C:19]1[CH:24]=[CH:23][C:22]([Cl:25])=[CH:21][CH:20]=1)[C:10]([CH3:17])=[N:11]2.C[O:30][C:31](=[O:56])[CH2:32][O:33][C:34]1[CH:43]=[CH:42][C:41]([Cl:44])=[C:40]2[C:35]=1[C:36]([CH3:55])=[C:37]([CH2:47][C:48]1[CH:53]=[CH:52][C:51]([Cl:54])=[CH:50][CH:49]=1)[C:38]([CH2:45][CH3:46])=[N:39]2.CO.[OH-].[Li+]>C(O)(=O)C.O>[Cl:16][C:13]1[CH:14]=[CH:15][C:6]([O:5][CH2:4][C:3]([OH:28])=[O:2])=[C:7]2[C:12]=1[N:11]=[C:10]([CH3:17])[C:9]([CH2:18][C:19]1[CH:24]=[CH:23][C:22]([Cl:25])=[CH:21][CH:20]=1)=[C:8]2[CH2:26][CH3:27].[Cl:44][C:41]1[CH:42]=[CH:43][C:34]([O:33][CH2:32][C:31]([OH:56])=[O:30])=[C:35]2[C:40]=1[N:39]=[C:38]([CH2:45][CH3:46])[C:37]([CH2:47][C:48]1[CH:53]=[CH:52][C:51]([Cl:54])=[CH:50][CH:49]=1)=[C:36]2[CH3:55] |f:3.4|. Procedure details: A solution of [8-chloro-3-(4-chlorobenzyl)-4-ethyl-2-methylquinolin-5-yloxy]acetic acid methyl ester and [8-chloro-3-(4-chlorobenzyl)-2-ethyl-4-methylquinolin-5-yloxy]acetic acid methyl ester (0.26 g), methanol (15 mL), water (1.5 mL) and saturated aqueous lithium hydroxide solution (1.5 mL) was stirred at room temperature for 3 hours. The pH of the solution was adjusted to 4 by the addition of glacial acetic acid and the methanol removed under reduced pressure. The resulting precipitate was col... Reactants: [H-].[Na+] (sodium hydride), C1(CC1)CO (cyclopropylmethanol), BrC=1C(=NC=C(C1)[N+](=O)[O-])Cl (3-bromo-2-chloro-5-nitropyridine), O (Water). The solvent is CN(C)C=O (DMF). Reaction conditions: temperature 25 celsius, time 30 minute. Product: BrC=1C(=NC=C(C1)[N+](=O)[O-])OCC1CC1 (3-bromo-2-cyclopropylmethoxy-5-nitro-pyridine), BrC=1C(=NC=C(C1)[N+](=O)[O-])Cl (3-bromo-2-chloro-5-nitropyridine). The yield is 32.0%. RXN SMILES: [H-].[Na+].[CH:3]1([CH2:6][OH:7])[CH2:5][CH2:4]1.[Br:8][C:9]1[C:10]([Cl:18])=[N:11][CH:12]=[C:13]([N+:15]([O-:17])=[O:16])[CH:14]=1.O>CN(C=O)C>[Br:8][C:9]1[C:10]([O:7][CH2:6][CH:3]2[CH2:5][CH2:4]2)=[N:11][CH:12]=[C:13]([N+:15]([O-:17])=[O:16])[CH:14]=1.[Br:8][C:9]1[C:10]([Cl:18])=[N:11][CH:12]=[C:13]([N+:15]([O-:17])=[O:16])[CH:14]=1 |f:0.1|. Procedure details: To a solution of sodium hydride (2.21 g, 55.34 mmol) in anhydrous DMF (20 ml) was added cyclopropylmethanol (CAS Registry No. 2516-33-8) (12.45 ml, 153.2 mmol) under nitrogen at 0° C. and the reaction mixture was stirred at 25° C. for 30 minutes. Then 3-bromo-2-chloro-5-nitropyridine (CAS Registry No. 5470-17-7) (7.3 g, 30.74 mmol) was added drop wise at 0° C. and stirred for two hours at 25° C. Water (60m1) was added to the reaction mixture and extracted with ethyl acetate (3×100 ml). The combi... The reactants are O=C([O-])[O-], CN(C)C=O, Cc1ccc2c(c1)C(NC(=O)CCCCl)c1ccccc1CS2(=O)=O, Fc1ccc(N2CCNCC2)cc1, [I-], [K+], [K+], [Na+]. The product is Cc1ccc2c(c1)C(NC(=O)CCCN1CCN(c3ccc(F)cc3)CC1)c1ccccc1CS2(=O)=O. As a reaction SMILES: [C:41](=[O:42])([O-:43])[O-:44].[CH3:47][N:48]([CH3:49])[CH:50]=[O:51].[Cl:1][CH2:2][CH2:3][CH2:4][C:5](=[O:6])[NH:7][CH:8]1[c:9]2[c:10]([cH:21][cH:22][c:23]([CH3:25])[cH:24]2)[S:11](=[O:19])(=[O:20])[CH2:12][c:13]2[c:14]1[cH:15][cH:16][cH:17][cH:18]2.[F:26][c:27]1[cH:28][cH:29][c:30]([N:33]2[CH2:34][CH2:35][NH:36][CH2:37][CH2:38]2)[cH:31][cH:32]1.[I-:40].[K+:45].[K+:46].[Na+:39]>>[CH2:2]([CH2:3][CH2:4][C:5](=[O:6])[NH:7][CH:8]1[c:9]2[c:10]([cH:21][cH:22][c:23]([CH3:25])[cH:24]2)[S:11](=[O:19])(=[O:20])[CH2:12][c:13]2[c:14]1[cH:15][cH:16][cH:17][cH:18]2)[N:36]1[CH2:35][CH2:34][N:33]([c:30]2[cH:29][cH:28][c:27]([F:26])[cH:32][cH:31]2)[CH2:38][CH2:37]1.